From a dataset of the Open Reaction Database (ORD), a public repository of structured organic reaction records. describe an organic reaction: reactants, conditions, products, and yield Starting materials: CC(C)(C)[O-].[Na+] (NaOtBu), CC=1N=C(N2N=C(N=CC21)N)C2=CC(=CC=C2)C(F)(F)F (5-methyl-7-[3-(trifluoromethyl)phenyl]imidazo[5,1-f][1,2,4]triazin-2-amine), C(C)(C)(C)P(C1=C(C=CC=C1)C1=CC=CC=C1)C(C)(C)C (2-(Di-t-butylphosphino)biphenyl), CC=1N=C(N2N=C(N=CC21)N)C2=CC(=CC=C2)C(F)(F)F (5-methyl-7-[3-(trifluoromethyl)phenyl]imidazo[5,1-f][1,2,4]triazin-2-amine), BrC1=CC=C(C=C1)O (4-bromophenol). Reagents/catalysts: C=1C=CC(=CC1)/C=C/C(=O)/C=C/C2=CC=CC=C2.C=1C=CC(=CC1)/C=C/C(=O)/C=C/C2=CC=CC=C2.C=1C=CC(=CC1)/C=C/C(=O)/C=C/C2=CC=CC=C2.[Pd].[Pd] (Pd2(dba)3). The solvent is O1CCOCC1 (1,4-dioxane). Yields the product CC=1N=C(N2N=C(N=CC21)NC2=CC=C(C=C2)O)C2=CC(=CC=C2)C(F)(F)F (4-({5-methyl-7-[3-(trifluoromethyl)phenyl]imidazo[5,1-f][1,2,4]triazin-2-yl}amino)phenol). Isolated yield 57.7%. As a reaction SMILES: [CH3:1][C:2]1[N:3]=[C:4]([C:12]2[CH:17]=[CH:16][CH:15]=[C:14]([C:18]([F:21])([F:20])[F:19])[CH:13]=2)[N:5]2[C:10]=1[CH:9]=[N:8][C:7]([NH2:11])=[N:6]2.Br[C:23]1[CH:28]=[CH:27][C:26]([OH:29])=[CH:25][CH:24]=1.C(P(C(C)(C)C)C1C=CC=CC=1C1C=CC=CC=1)(C)(C)C.CC([O-])(C)C.[Na+]>O1CCOCC1.C1C=CC(/C=C/C(/C=C/C2C=CC=CC=2)=O)=CC=1.C1C=CC(/C=C/C(/C=C/C2C=CC=CC=2)=O)=CC=1.C1C=CC(/C=C/C(/C=C/C2C=CC=CC=2)=O)=CC=1.[Pd].[Pd]>[CH3:1][C:2]1[N:3]=[C:4]([C:12]2[CH:17]=[CH:16][CH:15]=[C:14]([C:18]([F:21])([F:19])[F:20])[CH:13]=2)[N:5]2[C:10]=1[CH:9]=[N:8][C:7]([NH:11][C:23]1[CH:28]=[CH:27][C:26]([OH:29])=[CH:25][CH:24]=1)=[N:6]2 |f:3.4,6.7.8.9.10|. Reported procedure: In a similar manner as described for Example 41, 5-methyl-7-[3-(trifluoromethyl)phenyl]imidazo[5,1-f][1,2,4]triazin-2-amine (Intermediate 45) (0.025 g, 0.09 mmol), 4-bromophenol (0.015 g, 0.09 mmol), Pd2(dba)3 (0.008 g, 0.01 mmol), 2-(Di-t-butylphosphino)biphenyl (0.008 g, 0.03 mmol), and NaOtBu (0.011 g, 0.11 mmol) in 1,4-dioxane (1 mL) gave 4-({5-methyl-7-[3-(trifluoromethyl)phenyl]imidazo[5,1-f][1,2,4]triazin-2-yl}amino)phenol (0.020 g) as a yellow solid. 1H NMR (Acetone-d6): δ9.06 (s, 1H), 8... Reported procedure: To a mixture of 5-iodo-4-methyl-2-trimethylacetylaminopyridine (176 mg, 0.55 mmol) in tetrahydrofuran (0.60 mL), triethyamine (3.32 mL), bis(triphenylphosphine)palladium(II) chloride (4 mg), copper(I) iodide (1.1 mg) and (trimethylsilyl)acetylene (117 uL, 0.83 mmol) were added. The mixture was stirred at room temperature for 3 h. The mixture was diluted with chloroform (50 mL), dried (Na2SO4), and evaporated to give a tan solid. The crude solid was dissolved in methanol (5 mL), treated with 1N p... Reactants: IC=1C(=CC(=NC1)NC(C(C)(C)C)=O)C (5-iodo-4-methyl-2-trimethylacetylaminopyridine), C[Si](C)(C)C#C ((trimethylsilyl)acetylene), [OH-].[K+] (potassium hydroxide). The product is C(#C)C=1C(=CC(=NC1)NC(C(C)(C)C)=O)C (5-Ethynyl-4-methyl-2-(trimethylacetyl)aminopyridine). Reagents/catalysts: Cl[Pd]([P](C1=CC=CC=C1)(C2=CC=CC=C2)C3=CC=CC=C3)([P](C4=CC=CC=C4)(C5=CC=CC=C5)C6=CC=CC=C6)Cl (bis(triphenylphosphine)palladium(II) chloride), [Cu]I (copper(I) iodide). Reaction SMILES: I[C:2]1[C:3]([CH3:15])=[CH:4][C:5]([NH:8][C:9](=[O:14])[C:10]([CH3:13])([CH3:12])[CH3:11])=[N:6][CH:7]=1.C[Si]([C:20]#[CH:21])(C)C.[OH-].[K+]>O1CCCC1.C(N(CC)CC)C.C(Cl)(Cl)Cl.CO.Cl[Pd](Cl)([P](C1C=CC=CC=1)(C1C=CC=CC=1)C1C=CC=CC=1)[P](C1C=CC=CC=1)(C1C=CC=CC=1)C1C=CC=CC=1.[Cu]I>[C:20]([C:2]1[C:3]([CH3:15])=[CH:4][C:5]([NH:8][C:9](=[O:14])[C:10]([CH3:13])([CH3:12])[CH3:11])=[N:6][CH:7]=1)#[CH:21] |f:2.3,^1:44,63|. Run in O1CCCC1 (tetrahydrofuran), C(C)N(CC)CC (triethyamine), CO (methanol), C(Cl)(Cl)Cl (chloroform). Conditions: time 3 hour. RXN SMILES: Cl[C:2]([O:4][C:5]1[CH:10]=[CH:9][CH:8]=[CH:7][CH:6]=1)=[O:3].[NH2:11][C:12]1[C:21]2[N:22]=[C:23]([CH2:30][CH2:31][CH2:32][CH3:33])[N:24]([CH2:25][CH2:26][CH2:27][CH2:28][NH2:29])[C:20]=2[C:19]2[N:18]=[CH:17][CH:16]=[CH:15][C:14]=2[N:13]=1>>[NH2:11][C:12]1[C:21]2[N:22]=[C:23]([CH2:30][CH2:31][CH2:32][CH3:33])[N:24]([CH2:25][CH2:26][CH2:27][CH2:28][NH:29][C:2](=[O:3])[O:4][C:5]3[CH:10]=[CH:9][CH:8]=[CH:7][CH:6]=3)[C:20]=2[C:19]2[N:18]=[CH:17][CH:16]=[CH:15][C:14]=2[N:13]=1. The yield is 57.8%. Starting materials: ClC(=O)OC1=CC=CC=C1 (phenyl chloroformate), NC1=NC=2C=CC=NC2C2=C1N=C(N2CCCCN)CCCC (4-(4-amino-2-butyl-1H-imidazo[4,5-c][1,5]naphthyridin-1-yl)butaneamine). Procedure: Using the general method of Example 47, phenyl chloroformate (61 μL, 0.48 mmol) was reacted with 4-(4-amino-2-butyl-1H-imidazo[4,5-c][1,5]naphthyridin-1-yl)butaneamine (0.15 g, 0.48 mmole) to provide 0.12 g of phenyl N-[4-(4-amino-2-butyl-1H-imidazo[4,5-c][1,5]naphthyridin-1-yl)butyl]carbamate as a solid. Analysis: Calculated for C24H28N6O2: %C, 66.65; %H, 6.53; %N, 19.43. Found: %C, 66.49; %H, 6.59; %N, 19.32. Yields the product NC1=NC=2C=CC=NC2C2=C1N=C(N2CCCCNC(OC2=CC=CC=C2)=O)CCCC (phenyl N-[4-(4-amino-2-butyl-1H-imidazo[4,5-c][1,5]naphthyridin-1-yl)butyl]carbamate). Reactants: FC(C(=O)O)(F)F.ClC1=CC=C2C(=C1)NC(C21C(NC(C1C1=C(C(=CC=C1)Cl)F)C(=O)O)CC(C)(C)C)=O (rac-(2′S,3′R,4′S,5′R)-6-chloro-4′-(3-chloro-2-fluoro-phenyl)-2′-(2,2-dimethyl-propyl)-2-oxo-1,2-dihydro-spiro[indole-3,3′-pyrrolidine]-5′-carboxylic acid trifluoroacetic acid), COC(C1=CC(=C(C=C1)N)OCC)=O (4-amino-3-ethoxy-benzoic acid methyl ester), C(C)(C)N(CC)C(C)C (diisopropylethylamine), C1(=CC=CC=C1)P(=O)(C1=CC=CC=C1)Cl (diphenylphosphinic chloride). The product is COC(C1=CC(=C(C=C1)NC(=O)[C@H]1[C@@H]([C@@]2([C@@H](N1)CC(C)(C)C)C(NC1=CC(=CC=C12)Cl)=O)C1=C(C(=CC=C1)Cl)F)OCC)=O (rac-4-{[(2′S,3′R,4′S,5′R)-6-chloro-4′-(3-chloro-2-fluoro-phenyl)-2′-(2,2-dimethyl-propyl)-2-oxo-1,2-dihydro-spiro[indole-3,3′-pyrrolidine]-5′-carbonyl]-amino}-3-ethoxy-benzoic acid methyl ester). Reaction SMILES: FC(F)(F)C(O)=O.[Cl:8][C:9]1[CH:14]=[C:13]2[NH:15][C:16](=[O:38])[C:17]3([CH:21]([C:22]4[CH:27]=[CH:26][CH:25]=[C:24]([Cl:28])[C:23]=4[F:29])[CH:20]([C:30]([OH:32])=O)[NH:19][CH:18]3[CH2:33][C:34]([CH3:37])([CH3:36])[CH3:35])[C:12]2=[CH:11][CH:10]=1.C(N(C(C)C)CC)(C)C.C1(P(Cl)(C2C=CC=CC=2)=O)C=CC=CC=1.[CH3:63][O:64][C:65](=[O:76])[C:66]1[CH:71]=[CH:70][C:69]([NH2:72])=[C:68]([O:73][CH2:74][CH3:75])[CH:67]=1>>[CH3:63][O:64][C:65](=[O:76])[C:66]1[CH:71]=[CH:70][C:69]([NH:72][C:30]([C@@H:20]2[NH:19][C@@H:18]([CH2:33][C:34]([CH3:35])([CH3:37])[CH3:36])[C@:17]3([C:12]4[C:13](=[CH:14][C:9]([Cl:8])=[CH:10][CH:11]=4)[NH:15][C:16]3=[O:38])[C@H:21]2[C:22]2[CH:27]=[CH:26][CH:25]=[C:24]([Cl:28])[C:23]=2[F:29])=[O:32])=[C:68]([O:73][CH2:74][CH3:75])[CH:67]=1 |f:0.1|. Reported procedure: In a manner similar to the method described in Example 5, rac-(2′S,3′R,4′S,5′R)-6-chloro-4′-(3-chloro-2-fluoro-phenyl)-2′-(2,2-dimethyl-propyl)-2-oxo-1,2-dihydro-spiro[indole-3,3′-pyrrolidine]-5′-carboxylic acid trifluoroacetic acid prepared in Example 4 (0.4 g, 0.69 mmol), was reacted with diisopropylethylamine (0.46 g, 3.6 mmol), diphenylphosphinic chloride (0.34 g, 1.4 mmol), then reacted with 4-amino-3-ethoxy-benzoic acid methyl ester (0.21 g, 1.1 mmol) to give rac-4-{[(2′S,3′R,4′S,5′R)-6-ch... The reactants are C(C1=CC=CC=C1)OC(=O)N1[C@@H](C[C@@H](C1)N)C=1OC(=CN1)C ((2S,4S)-4-amino-2-(5-methyl-oxazol-2-yl)-pyrrolidine-1-carboxylic acid benzyl ester), OC1=C(C=CC2=CC=CC=C12)C(=O)O (1-hydroxy-naphthalene-2-carboxylic acid). Yields the product C(C1=CC=CC=C1)OC(=O)N1[C@@H](C[C@@H](C1)NC(=O)C1=C(C2=CC=CC=C2C=C1)O)C=1OC(=CN1)C ((2S,4S)-4-[(1-hydroxy-naphthalene-2-carbonyl)-amino]-2-(5-methyl-oxazol-2-yl)-pyrrolidine-1-carboxylic acid benzyl ester). RXN SMILES: [CH2:1]([O:8][C:9]([N:11]1[CH2:15][C@@H:14]([NH2:16])[CH2:13][C@H:12]1[C:17]1[O:18][C:19]([CH3:22])=[CH:20][N:21]=1)=[O:10])[C:2]1[CH:7]=[CH:6][CH:5]=[CH:4][CH:3]=1.[OH:23][C:24]1[C:33]2[C:28](=[CH:29][CH:30]=[CH:31][CH:32]=2)[CH:27]=[CH:26][C:25]=1[C:34](O)=[O:35]>>[CH2:1]([O:8][C:9]([N:11]1[CH2:15][C@@H:14]([NH:16][C:34]([C:25]2[CH:26]=[CH:27][C:28]3[C:33](=[CH:32][CH:31]=[CH:30][CH:29]=3)[C:24]=2[OH:23])=[O:35])[CH2:13][C@H:12]1[C:17]1[O:18][C:19]([CH3:22])=[CH:20][N:21]=1)=[O:10])[C:2]1[CH:7]=[CH:6][CH:5]=[CH:4][CH:3]=1. Procedure details: (2S,4S)-4-[(1-hydroxy-naphthalene-2-carbonyl)-amino]-2-(5-methyl-oxazol-2-yl)-pyrrolidine-1-carboxylic acid benzyl ester was prepared from (2S,4S)-4-amino-2-(5-methyl-oxazol-2-yl)-pyrrolidine-1-carboxylic acid benzyl ester and 1-hydroxy-naphthalene-2-carboxylic acid in an analogous manner to example 1. MS calcd. for C27H26N3O5 [(M+H)+] 472, obsd. 472. Reactants: O (water), COC1=CC(NC1=CC=1NC(=CC1)CCCCCCCCCCC)=O (4-methoxy-5-(5-undecyl-1H-pyrrol-2-yl-methylene)-1,5-dihydro-pyrrol-2-one), CS(=O)(=O)O (methansulphonic acid). The solvent is C(CCCC)O (amyl alcohol), O1CCOCC1 (dioxane), O1CCOCC1 (dioxane). Run at time 6 hour. Product: C(CCCC)OC1=CC(NC1=CC=1NC(=CC1)CCCCCCCCCCC)=O (4-amyloxy-5-(5-undecyl-1H-pyrrol-2-yl-methylene)-1,5-dihydro-pyrrol-2-one). The yield is 90.0%. Reaction SMILES: [CH3:1][O:2][C:3]1[C:7](=[CH:8][C:9]2[NH:10][C:11]([CH2:14][CH2:15][CH2:16][CH2:17][CH2:18][CH2:19][CH2:20][CH2:21][CH2:22][CH2:23][CH3:24])=[CH:12][CH:13]=2)[NH:6][C:5](=[O:25])[CH:4]=1.CS(O)(=O)=O.O>C(O)CCCC.O1CCOCC1>[CH2:1]([O:2][C:3]1[C:7](=[CH:8][C:9]2[NH:10][C:11]([CH2:14][CH2:15][CH2:16][CH2:17][CH2:18][CH2:19][CH2:20][CH2:21][CH2:22][CH2:23][CH3:24])=[CH:12][CH:13]=2)[NH:6][C:5](=[O:25])[CH:4]=1)[CH2:7][CH2:3][CH2:4][CH3:5]. Procedure details: A solution of 4-methoxy-5-(5-undecyl-1H-pyrrol-2-yl-methylene)-1,5-dihydro-pyrrol-2-one (190 mg; 1 mmol) in amyl alcohol (4.75 ml) and dioxane (4.75 ml) is treated with 0.25 N methansulphonic acid in dioxane (1 ml) and stirred at room temperature under nitrogen atmosphere for 6 hours. The mixture is then poured into water (50 ml) and extracted with ethyl acetate (3×30 ml). The organic phase is shaken with brine, dried over sodium sulphate and evaporated to dryness. The crude material is purified... Starting materials: CC(C)(C)OC(=O)N1CCC(Oc2ncc(N)c3ccccc23)CC1, CS(C)=O, CCN(C(C)C)C(C)C, Cc1ccc(-n2nc(C3(C)CC3)cc2NC(=O)OCC(Cl)(Cl)Cl)cc1, ClCCl, O. Product: Cc1ccc(-n2nc(C3(C)CC3)cc2NC(=O)Nc2cnc(OC3CCN(C(=O)OC(C)(C)C)CC3)c3ccccc23)cc1. Reaction SMILES: [C:26]([CH3:27])([CH3:28])([CH3:29])[O:30][C:31](=[O:32])[N:33]1[CH2:34][CH2:35][CH:36]([O:39][c:40]2[n:41][cH:42][c:43]([NH2:50])[c:44]3[cH:45][cH:46][cH:47][cH:48][c:49]23)[CH2:37][CH2:38]1.[CH3:63][S:64]([CH3:65])=[O:66].[CH:51]([N:52]([CH:53]([CH3:54])[CH3:55])[CH2:56][CH3:57])([CH3:58])[CH3:59].[Cl:1][C:2]([Cl:3])([Cl:23])[CH2:24][O:4][C:5]([NH:6][c:7]1[n:8](-[c:16]2[cH:17][cH:18][c:19]([CH3:22])[cH:20][cH:21]2)[n:9][c:10]([C:12]2([CH3:15])[CH2:13][CH2:14]2)[cH:11]1)=[O:25].[Cl:60][CH2:61][Cl:62].[OH2:67]>>[O:4]=[C:5]([NH:6][c:7]1[n:8](-[c:16]2[cH:17][cH:18][c:19]([CH3:22])[cH:20][cH:21]2)[n:9][c:10]([C:12]2([CH3:15])[CH2:13][CH2:14]2)[cH:11]1)[NH:50][c:43]1[cH:42][n:41][c:40]([O:39][CH:36]2[CH2:35][CH2:34][N:33]([C:31]([O:30][C:26]([CH3:27])([CH3:28])[CH3:29])=[O:32])[CH2:38][CH2:37]2)[c:49]2[c:44]1[cH:45][cH:46][cH:47][cH:48]2. Reactants: CO, Cc1noc2cccc(O)c12, ClCC1CO1, [Na+], [OH-]. Product: Cc1noc2cccc(OCC3CO3)c12. Reaction SMILES: [CH3:19][OH:20].[CH3:3][c:4]1[n:5][o:6][c:7]2[c:8]1[c:9]([OH:13])[cH:10][cH:11][cH:12]2.[Cl:14][CH2:15][CH:16]1[CH2:17][O:18]1.[Na+:2].[OH-:1]>>[CH3:3][c:4]1[n:5][o:6][c:7]2[c:8]1[c:9]([O:13][CH2:15][CH:16]1[CH2:17][O:18]1)[cH:10][cH:11][cH:12]2.